Dataset: the Open Reaction Database (ORD), a public repository of structured organic reaction records. Task: describe an organic reaction: reactants, conditions, products, and yield The reactants are COc1ccc(B(O)O)cc1 (effective_coupling_partner), CCOC(=O)c1ccc(OC(=O)N(CC)CC)cc1 (substrate). Reagents/catalysts: PCy3. Run at temperature 180 celsius, time 10 minute. Yields the product CCOC(=O)c2ccc(c1ccc(OC)cc1)cc2.